This data is from the Open Reaction Database (ORD), a public repository of structured organic reaction records. The task is: describe an organic reaction: reactants, conditions, products, and yield Starting materials: CC(=O)C1=C(C=C(C=C1)O)O (resacetophenone), C1(=CC=CC=C1)OCC1CO1 (phenylglycidyl ether), [OH-].C(C1=CC=CC=C1)[N+](C)(C)C (benzyltrimethylammonium hydroxide), solution. Run in C(C)OCCO (2-ethoxyethanol). Reaction conditions: time 48 hour. Product: C(C)(=O)C1=C(C=C(OCC(COC2=CC=CC=C2)O)C=C1)O (1-(4-acetyl-3-hydroxyphenoxy)-2-hydroxy-3-phenoxypropane). Reaction SMILES: [CH3:1][C:2]([C:4]1[CH:9]=[CH:8][C:7]([OH:10])=[CH:6][C:5]=1[OH:11])=[O:3].[C:12]1([O:18][CH2:19][CH:20]2[O:22][CH2:21]2)[CH:17]=[CH:16][CH:15]=[CH:14][CH:13]=1.[OH-].C([N+](C)(C)C)C1C=CC=CC=1>C(OCCO)C>[C:2]([C:4]1[CH:9]=[CH:8][C:7]([O:10][CH2:21][CH:20]([OH:22])[CH2:19][O:18][C:12]2[CH:17]=[CH:16][CH:15]=[CH:14][CH:13]=2)=[CH:6][C:5]=1[OH:11])(=[O:3])[CH3:1] |f:2.3|. Procedure details: A solution of resacetophenone (15.2 g), phenylglycidyl ether (15.0 g) and benzyltrimethylammonium hydroxide (5 drops of a 40% solution) in 2-ethoxyethanol (75 ml) was heated under reflux for 2 days. Removal of solvent under reduced pressure yielded a dark, viscous oil, which was allowed to stand for 48 hours, by which time it had crystallized to a solid mass. This was triturated with a mixture of ether and light petroleum (b.p. 40°-60°.), filtered, washed with a little more ether-petroleum and d... Reactants: C(=O)(OC(C)(C)C)N1[C@H](C(=O)O)C[C@@H](O)C1 (Boc-(2S,4R)-hydroxyproline), C1CCOC1 (THF), CN1CCOCC1 (NMM), CN1CCOCC1 (NMM), C(C)OC(=O)[C@@]1([C@@H](C1)C=C)N ((1R,2S)-1-Amino-2-vinyl-cyclopropanecarboxylic acid ethyl ester). Conditions: temperature -23 celsius, time 2.5 hour. Product: C(C)(C)(C)OC(=O)N1[C@@H](C[C@H](C1)O)C(N[C@]1([C@@H](C1)C=C)C(=O)OCC)=O ((2S,4R)-2-((1R,2S)-1-ethoxycarbonyl-2-vinyl-cyclopropylcarbamoyl)-4-hydroxy-pyrrolidine-1-carboxylic acid tert-butyl ester). As a reaction SMILES: [C:1]([N:8]1[CH2:16][C@H:14]([OH:15])[CH2:13][C@H:9]1[C:10]([OH:12])=O)([O:3][C:4]([CH3:7])([CH3:6])[CH3:5])=[O:2].C1COCC1.CN1CCOCC1.[CH2:29]([O:31][C:32]([C@@:34]1([NH2:39])[CH2:36][C@H:35]1[CH:37]=[CH2:38])=[O:33])[CH3:30]>>[C:4]([O:3][C:1]([N:8]1[CH2:16][C@H:14]([OH:15])[CH2:13][C@H:9]1[C:10](=[O:12])[NH:39][C@:34]1([C:32]([O:31][CH2:29][CH3:30])=[O:33])[CH2:36][C@H:35]1[CH:37]=[CH2:38])=[O:2])([CH3:5])([CH3:6])[CH3:7]. Procedure details: To a solution of 4.87 g (21.0 mmol) of Boc-(2S,4R)-hydroxyproline in 25 mL of THF 2.03 mL (20.0 mmol) of NMM was added. A suspension was formed. The mixture was cooled to −23° C. and 2.85 g (20.0 mmol) of isobutylchloroformiate was added. After stirring for 10 min additional 4.25 g (42.0 mmol) of NMM was added. To this mixture the solution of (1R,2S)-1-amino-2-vinyl-cyclopropanecarboxylic acid ethyl ester prepared in example 1 was added at a temperature of −15° C. within 5 min. The reaction mixt... The reactants are COC(=O)c1ccccc1S(=O)(=O)N=C=O, CC#N, Cc1cc(N)nc(C)n1. Product: COC(=O)c1ccccc1S(=O)(=O)NC(=O)Nc1cc(C)nc(C)n1. As a reaction SMILES: [CH3:10][O:11][C:12](=[O:13])[c:14]1[c:15]([S:20](=[O:21])(=[O:22])[N:23]=[C:24]=[O:25])[cH:16][cH:17][cH:18][cH:19]1.[CH3:26][C:27]#[N:28].[NH2:1][c:2]1[n:3][c:4]([CH3:9])[n:5][c:6]([CH3:8])[cH:7]1>>[NH:1]([c:2]1[n:3][c:4]([CH3:9])[n:5][c:6]([CH3:8])[cH:7]1)[C:24]([NH:23][S:20]([c:15]1[c:14]([C:12]([O:11][CH3:10])=[O:13])[cH:19][cH:18][cH:17][cH:16]1)(=[O:21])=[O:22])=[O:25]. Reported procedure: To a solution of (Z)-1-(1-methyl-4-nitro-1H-pyrazol-5-yl)cyclohept-4-enol (1.35 g, 5.70 mmol) in dry DCM (60 mL) was added dropwise a solution of deoxo-Fluor® (50% in THF, 6.2 mL, 17.1 mmol) and the reaction mixture was stirred at room temperature for 90 min. The mixture was cooled to 0° C. and saturated aqueous NaHCO3 solution (70 mL) was added, dropwise initially, and extracted with DCM (100 mL). The organic layer was separated, dried over MgSO4, and concentrated under reduced pressure. Purifi... As a reaction SMILES: [CH3:1][N:2]1[C:6]([C:7]2(O)[CH2:13][CH2:12][CH:11]=[CH:10][CH2:9][CH2:8]2)=[C:5]([N+:15]([O-:17])=[O:16])[CH:4]=[N:3]1.COCCN(S(F)(F)[F:28])CCOC.C([O-])(O)=O.[Na+]>C(Cl)Cl.C1COCC1>[F:28][C:7]1([C:6]2[N:2]([CH3:1])[N:3]=[CH:4][C:5]=2[N+:15]([O-:17])=[O:16])[CH2:13][CH2:12][CH:11]=[CH:10][CH2:9][CH2:8]1 |f:2.3|. Conditions: time 90 minute. The product is FC1(CC\C=C/CC1)C1=C(C=NN1C)[N+](=O)[O-] ((Z)-5-(1-fluorocyclohept-4-enyl)-1-methyl-4-nitro-1H-pyrazole). Starting materials: C(=O)(O)[O-].[Na+] (NaHCO3), CN1N=CC(=C1C1(CC\C=C/CC1)O)[N+](=O)[O-] ((Z)-1-(1-methyl-4-nitro-1H-pyrazol-5-yl)cyclohept-4-enol), COCCN(CCOC)S(F)(F)F (deoxo-Fluor). The yield is 45.0%. Run in C(Cl)Cl (DCM), C1CCOC1 (THF). The reactants are CCOC(=O)C1CCC(O[Si](C)(C)C(C)(C)C)CC1, C1CCOC1, CNOC, CCOC(C)=O, CC(C)[Mg+], [Cl-], [Cl-], Cl, [NH4+]. Yields the product CON(C)C(=O)C1CCC(O[Si](C)(C)C(C)(C)C)CC1. Reaction SMILES: [C:1]([CH3:2])([CH3:3])([CH3:4])[Si:5]([O:6][CH:7]1[CH2:8][CH2:9][CH:10]([C:13]([O:15][CH2:14][CH3:16])=[O:17])[CH2:11][CH2:12]1)([CH3:18])[CH3:19].[CH2:32]1[O:33][CH2:34][CH2:35][CH2:36]1.[CH3:21][NH:22][O:23][CH3:24].[CH3:37][CH2:38][O:39][C:40](=[O:41])[CH3:42].[CH:26]([Mg+:27])([CH3:28])[CH3:29].[Cl-:25].[Cl-:30].[ClH:20].[NH4+:31]>>[C:1]([CH3:2])([CH3:3])([CH3:4])[Si:5]([O:6][CH:7]1[CH2:8][CH2:9][CH:10]([C:13](=[O:15])[N:22]([CH3:21])[O:23][CH3:24])[CH2:11][CH2:12]1)([CH3:18])[CH3:19]. The reactants are NC1=NC=CC=C1C1=NC=2C(=NC=C(C2)Br)N1C1=CC=C(CNC(C2=CC=CC=C2)=O)C=C1 (N-(4-(2-(2-aminopyridin-3-yl)-6-bromo-3H-imidazo[4,5-b]pyridin-3-yl)benzyl)benzamide), CsCO3, OCC1=CC=C(C=C1)B(O)O (4-(hydroxymethyl)phenylboronic acid). The reagents and catalysts are C=1C=CC(=CC1)[P](C=2C=CC=CC2)(C=3C=CC=CC3)[Pd]([P](C=4C=CC=CC4)(C=5C=CC=CC5)C=6C=CC=CC6)([P](C=7C=CC=CC7)(C=8C=CC=CC8)C=9C=CC=CC9)[P](C=1C=CC=CC1)(C=1C=CC=CC1)C=1C=CC=CC1 (Pd(PPh3)4). Solvent: CN(C)C=O (DMF). Reaction conditions: temperature 150 celsius. Product: NC1=NC=CC=C1C1=NC=2C(=NC=C(C2)C2=CC=C(C=C2)CO)N1C1=CC=C(CNC(C2=CC=CC=C2)=O)C=C1 (N-(4-(2-(2-aminopyridin-3-yl)-6-(4-(hydroxymethyl)phenyl)-3H-imidazo[4,5-b]pyridin-3-yl)benzyl)benzamide), mono-TFA. Yield: 25.0%. As a reaction SMILES: [NH2:1][C:2]1[C:7]([C:8]2[N:17]([C:18]3[CH:33]=[CH:32][C:21]([CH2:22][NH:23][C:24](=[O:31])[C:25]4[CH:30]=[CH:29][CH:28]=[CH:27][CH:26]=4)=[CH:20][CH:19]=3)[C:11]3=[N:12][CH:13]=[C:14](Br)[CH:15]=[C:10]3[N:9]=2)=[CH:6][CH:5]=[CH:4][N:3]=1.[OH:34][CH2:35][C:36]1[CH:41]=[CH:40][C:39](B(O)O)=[CH:38][CH:37]=1>CN(C=O)C.C1C=CC([P]([Pd]([P](C2C=CC=CC=2)(C2C=CC=CC=2)C2C=CC=CC=2)([P](C2C=CC=CC=2)(C2C=CC=CC=2)C2C=CC=CC=2)[P](C2C=CC=CC=2)(C2C=CC=CC=2)C2C=CC=CC=2)(C2C=CC=CC=2)C2C=CC=CC=2)=CC=1>[NH2:1][C:2]1[C:7]([C:8]2[N:17]([C:18]3[CH:33]=[CH:32][C:21]([CH2:22][NH:23][C:24](=[O:31])[C:25]4[CH:30]=[CH:29][CH:28]=[CH:27][CH:26]=4)=[CH:20][CH:19]=3)[C:11]3=[N:12][CH:13]=[C:14]([C:39]4[CH:40]=[CH:41][C:36]([CH2:35][OH:34])=[CH:37][CH:38]=4)[CH:15]=[C:10]3[N:9]=2)=[CH:6][CH:5]=[CH:4][N:3]=1 |^1:53,55,74,93|. Procedure details: N-(4-(2-(2-aminopyridin-3-yl)-6-bromo-3H-imidazo[4,5-b]pyridin-3-yl)benzyl)benzamide (62.4 mg, 0.125 mmol), CsCO3 (40.6 mg, 0.125 mmol), Pd(PPh3)4 (14.4 mg, 0.013 mmol) and 4-(hydroxymethyl)phenylboronic acid (33.5 mg, 0.25 mmol) were dissolved in DMF (3 mL). The reaction mixture was heated to 150° C. for 15 min and after cooling to room temperature filtered through a Bakerbond filtration column. The reaction mixture was directly purified by reversed phase HPLC to give the desired product as the... Starting materials: C(C1=CC=CC=C1)O[C@@H]1O[C@@H]([C@@H]2[C@H]1OC(O2)(C)C)C(=O)O ((3aS, 4S, 6R, 6aR)-6-benzyloxy-2,2-dimethyltetrahydro-furo[3,4-d][1,3]dioxole-4-carboxylic acid), C(C)(=O)OCC (ethyl acetate), N (ammonia). Reagents/catalysts: CS(=O)(=O)O (methanesulfonic acid). Run in CO (methanol). Conditions: temperature 60 celsius. The product is CO[C@@H]1O[C@@H]([C@@H]2[C@H]1OC(O2)(C)C)C(=O)N ((3aS, 4S, 6R, 6aR)-6-methoxy-2,2-dimethyltetrahydro-furo[3,4-d][1,3]dioxol-4-carboxylic acid amide). The yield is 64.2%. RXN SMILES: [CH2:1]([O:8][C@H:9]1[C@@H:13]2[O:14][C:15]([CH3:18])([CH3:17])[O:16][C@@H:12]2[C@@H:11]([C:19]([OH:21])=O)[O:10]1)C1C=CC=CC=1.[NH3:22].C(OCC)(=O)C>CO.CS(O)(=O)=O>[CH3:1][O:8][C@H:9]1[C@@H:13]2[O:14][C:15]([CH3:18])([CH3:17])[O:16][C@@H:12]2[C@@H:11]([C:19]([NH2:22])=[O:21])[O:10]1. Procedure: To a solution of (3aS, 4S, 6R, 6aR)-6-benzyloxy-2,2-dimethyltetrahydro-furo[3,4-d][1,3]dioxole-4-carboxylic acid (588.6 mg, 2 mmol) in methanol (8.8 mL) was added methanesulfonic acid (0.007 mL, 0.1 mmol), and the mixture was stirred with heating to 60° C. for 24 hours. After the solution was dried under reduced pressure, ethyl acetate (2.9 mL) and 2,2-dimethoxypropane (0.17 mL, 1.4 mmoL) were added to the resulting oil, and the mixture was stirring at ambient temperature for 2 hours. Aqueous 7%... Reactants: C(C)(C)(C)C1=CN=C(S1)C(=O)O (5-tert-butyl-1,3-thiazole-2-carboxylic acid), C=1C=CC2=C(C1)N=NN2O (HOBt), Cl.CNOC (N,O-dimethylhydroxylamine hydrochloride), CCN=C=NCCCN(C)C.Cl (WSC.HCl). Run in C(C)N(CC)CC (triethylamine), O (H2O), CN(C=O)C (N,N-dimethylformamide), O (Water). Run at time 1 day. Yields the product C(C)(C)(C)C1=CN=C(S1)C(=O)N(C)OC (5-Tert-butyl-N-methoxy-N-methyl-1,3-thiazole-2-carboxamide). Yield: 100.6%. As a reaction SMILES: [C:1]([C:5]1[S:9][C:8]([C:10]([OH:12])=O)=[N:7][CH:6]=1)([CH3:4])([CH3:3])[CH3:2].Cl.[CH3:14][NH:15][O:16][CH3:17].CCN=C=NCCCN(C)C.Cl.C1C=CC2N(O)N=NC=2C=1>O.C(N(CC)CC)C.CN(C)C=O>[C:1]([C:5]1[S:9][C:8]([C:10]([N:15]([O:16][CH3:17])[CH3:14])=[O:12])=[N:7][CH:6]=1)([CH3:4])([CH3:3])[CH3:2] |f:1.2,3.4|. Reported procedure: To a N,N-dimethylformamide (25 mL) solution of 5-tert-butyl-1,3-thiazole-2-carboxylic acid (2.5 g), N,O-dimethylhydroxylamine hydrochloride (2.0 g), WSC.HCl (3.9 g), HOBt.H2O (3.1 g) and triethylamine (7.1 g) were added, and the resultant was stirred at room temperature for 1 day. Water was added to the reaction solution, followed by extraction with ethyl acetate. The organic layer was dried over magnesium sulfate, and the desiccant was filtered off. Then, the solvent was distilled off under red... Starting materials: NC1=CC=C(CC2=NC=3N(C(N(C(C3N2)=O)CC2=C(C=CC=C2)F)=O)CCCC)C=C1 (8-(4-Amino-benzyl)-3-butyl-1-(2-fluoro-benzyl)-3,7-dihydro-purine-2,6-dione), ClC1=C(C(=NN1C)C)S(=O)(=O)Cl (5-chloro-1,3-dimethyl-1H-pyrazole-4-sulfonyl chloride). The solvent is N1=CC=CC=C1 (pyridine). Run at temperature 23 celsius, time 3 hour. The product is C(CCC)N1C(N(C(C=2NC(=NC12)CC1=CC=C(C=C1)NS(=O)(=O)C=1C(=NN(C1Cl)C)C)=O)CC1=C(C=CC=C1)F)=O (5-chloro-1,3-dimethyl-1H-pyrazole-4-sulfonic acid {4-[3-butyl-1-(2-fluoro-benzyl)-2,6-dioxo-2,3,6,7-tetrahydro-1H-purin-8-ylmethyl]-phenyl}-amide). As a reaction SMILES: [NH2:1][C:2]1[CH:31]=[CH:30][C:5]([CH2:6][C:7]2[NH:15][C:14]3[C:13](=[O:16])[N:12]([CH2:17][C:18]4[CH:23]=[CH:22][CH:21]=[CH:20][C:19]=4[F:24])[C:11](=[O:25])[N:10]([CH2:26][CH2:27][CH2:28][CH3:29])[C:9]=3[N:8]=2)=[CH:4][CH:3]=1.[Cl:32][C:33]1[N:37]([CH3:38])[N:36]=[C:35]([CH3:39])[C:34]=1[S:40](Cl)(=[O:42])=[O:41]>N1C=CC=CC=1>[CH2:26]([N:10]1[C:9]2[N:8]=[C:7]([CH2:6][C:5]3[CH:4]=[CH:3][C:2]([NH:1][S:40]([C:34]4[C:35]([CH3:39])=[N:36][N:37]([CH3:38])[C:33]=4[Cl:32])(=[O:41])=[O:42])=[CH:31][CH:30]=3)[NH:15][C:14]=2[C:13](=[O:16])[N:12]([CH2:17][C:18]2[CH:23]=[CH:22][CH:21]=[CH:20][C:19]=2[F:24])[C:11]1=[O:25])[CH2:27][CH2:28][CH3:29]. Reported procedure: 8-(4-Amino-benzyl)-3-butyl-1-(2-fluoro-benzyl)-3,7-dihydro-purine-2,6-dione (20 mg, 0.047 mmol) was dissolved in pyridine (0.5 ml) and treated with 5-chloro-1,3-dimethyl-1H-pyrazole-4-sulfonyl chloride (Maybridge, 16 mg, 0.07 mmol). The reaction was stirred at 23° C. for 3 h. The solvent was removed and the residue was purified by reverse phase HPLC. LCMS, m/z (M+H)=615.2. The reactants are C(O)([O-])=O.[Na+] (sodium hydrogencarbonate), [I-].[K+] (potassium iodide), C12(C3CCC(C(CCC1)C2)C3)NC(CCl)=O (N-(1-tricyclo[4.3.1.12,5 ]undecyl)-2-chloroacetamide), C1(CCCCC1)N (cyclohexylamine), aqueous solution, ( B ). Run in C(C)O (ethanol). Yields the product Cl.C12(C3CCC(C(CCC1)C2)C3)NC(CNC3CCCCC3)=O (N-(1-tricyclo[4.3.1.12,5 ]undecyl)-2-cyclohexylaminoacetamide hydrochloride). Reaction SMILES: [C:1]12([NH:12][C:13](=[O:16])[CH2:14][Cl:15])[CH2:10][CH:6]([CH2:7][CH2:8][CH2:9]1)[CH:5]1[CH2:11][CH:2]2[CH2:3][CH2:4]1.[CH:17]1([NH2:23])[CH2:22][CH2:21][CH2:20][CH2:19][CH2:18]1.C(=O)([O-])O.[Na+].[I-].[K+]>C(O)C>[ClH:15].[C:1]12([NH:12][C:13](=[O:16])[CH2:14][NH:23][CH:17]3[CH2:22][CH2:21][CH2:20][CH2:19][CH2:18]3)[CH2:10][CH:6]([CH2:7][CH2:8][CH2:9]1)[CH:5]1[CH2:11][CH:2]2[CH2:3][CH2:4]1 |f:2.3,4.5,7.8|. Reported procedure: A solution of 1.20 g (4.96 millimoles) of N-(1-tricyclo[4.3.1.12,5 ]undecyl)-2-chloroacetamide and 0.49 g (4.96 millimoles) of cyclohexylamine in ethanol was mixed with 5 ml of an aqueous solution containing 0.42 g (4.96 millimoles) of sodium hydrogencarbonate and 8.2 mg (0.49 millimole) of potassium iodide, and the mixture was refluxed, under agitation, for 15 hours. The post treatment was carried out in the same manner as described in section (B) of Example 1 to obtain 1.01 g (the yield being ...